Dataset: the Open Reaction Database (ORD), a public repository of structured organic reaction records. Task: describe an organic reaction: reactants, conditions, products, and yield The reactants are C(C)(C)(C)OC(=O)N(CC)C1(CC1)[C@@H]1CC(N(C1)[C@@H](C)C1=CC=CC=C1)=O (4-(R)-[1-[N-(tert-butoxycarbonyl)-N-(ethyl)amino]cyclopropyl]-1-[1-(S)-phenylethyl]pyrrolidin-2-one). Solvent: O1CCCC1 (tetrahydrofuran), O1CCCC1 (tetrahydrofuran). Yields the product C(C)(C)(C)OC(=O)N(CC)C1(CC1)[C@H]1CN(CC1)[C@@H](C)C1=CC=CC=C1 (3-(R)-[1-[N-(tert-butoxycarbonyl)-N-(ethyl)amino]cyclopropyl]-1-[1-(S)-phenylethyl]pyrrolidine). Yield: 98.2%. Reaction SMILES: [C:1]([O:5][C:6]([N:8]([C:11]1([C@H:14]2[CH2:18][N:17]([C@H:19]([C:21]3[CH:26]=[CH:25][CH:24]=[CH:23][CH:22]=3)[CH3:20])[C:16](=O)[CH2:15]2)[CH2:13][CH2:12]1)[CH2:9][CH3:10])=[O:7])([CH3:4])([CH3:3])[CH3:2]>O1CCCC1>[C:1]([O:5][C:6]([N:8]([C:11]1([C@@H:14]2[CH2:15][CH2:16][N:17]([C@H:19]([C:21]3[CH:26]=[CH:25][CH:24]=[CH:23][CH:22]=3)[CH3:20])[CH2:18]2)[CH2:12][CH2:13]1)[CH2:9][CH3:10])=[O:7])([CH3:3])([CH3:4])[CH3:2]. Procedure: 4-(R)-[1-[N-(tert-butoxycarbonyl)-N-(ethyl)amino]cyclopropyl]-1-[1-(S)-phenylethyl]pyrrolidin-2-one (4.56 g, 12.1 mmol) was dissolved in anhydrous tetrahydrofuran (80 ml), and a 1.0M borane-tetrahydrofuran complex/tetrahydrofuran solution (48.0 ml, 48.0 mmol) was added dropwise in while stirring and cooling with ice. After completion of dripping, the reaction solution was stirred for 16 hours under the condition of from ice cooling to room temperature. After concentrating the reaction solution u... Reported procedure: (2R,3S)-2-(2,4-Difluorophenyl)-3-methyl-2-(1H-1,2,4-triazol-1-yl)methyloxirane was reacted with 1-[4-(1H-1-imidazolyl)phenyl]-2(1H,3H)-imidazolone in the same manner as in Working Example 11 to give 1-[(1R,2R)-2-(2,4-difluorophenyl)-2-hydroxy-1-methyl-3-(1H-1,2,4-triazol-1-yl)propyl]-3-[4-(1H-1-imidazolyl)phenyl]-2(1H,3H)-imidazolone (Compound 23). The reactants are FC1=C(C=CC(=C1)F)[C@@]1(O[C@H]1C)CN1N=CN=C1 ((2R,3S)-2-(2,4-Difluorophenyl)-3-methyl-2-(1H-1,2,4-triazol-1-yl)methyloxirane), N1(C=NC=C1)C1=CC=C(C=C1)N1C(NC=C1)=O (1-[4-(1H-1-imidazolyl)phenyl]-2(1H,3H)-imidazolone). Product: FC1=C(C=CC(=C1)F)[C@]([C@@H](C)N1C(N(C=C1)C1=CC=C(C=C1)N1C=NC=C1)=O)(CN1N=CN=C1)O (1-[(1R,2R)-2-(2,4-difluorophenyl)-2-hydroxy-1-methyl-3-(1H-1,2,4-triazol-1-yl)propyl]-3-[4-(1H-1-imidazolyl)phenyl]-2(1H,3H)-imidazolone). As a reaction SMILES: [F:1][C:2]1[CH:7]=[C:6]([F:8])[CH:5]=[CH:4][C:3]=1[C@@:9]1([CH2:13][N:14]2[CH:18]=[N:17][CH:16]=[N:15]2)[C@H:11]([CH3:12])[O:10]1.[N:19]1([C:24]2[CH:29]=[CH:28][C:27]([N:30]3[CH:34]=[CH:33][NH:32][C:31]3=[O:35])=[CH:26][CH:25]=2)[CH:23]=[CH:22][N:21]=[CH:20]1>>[F:1][C:2]1[CH:7]=[C:6]([F:8])[CH:5]=[CH:4][C:3]=1[C@@:9]([OH:10])([CH2:13][N:14]1[CH:18]=[N:17][CH:16]=[N:15]1)[C@H:11]([N:32]1[CH:33]=[CH:34][N:30]([C:27]2[CH:28]=[CH:29][C:24]([N:19]3[CH:23]=[CH:22][N:21]=[CH:20]3)=[CH:25][CH:26]=2)[C:31]1=[O:35])[CH3:12]. The reactants are COC(=O)c1cc2ccc3c(c2c(-c2ccc4c(c2)OCO4)c1C(=O)OC)OCO3, CO, [K+], [OH-]. Product: COC(=O)c1c(C(=O)O)cc2ccc3c(c2c1-c1ccc2c(c1)OCO2)OCO3. Reaction SMILES: [CH3:1][O:2][C:3](=[O:4])[c:5]1[cH:6][c:7]2[cH:8][cH:9][c:10]3[c:11]([c:15]2[c:16](-[c:22]2[cH:23][c:24]4[c:25]([cH:29][cH:30]2)[O:26][CH2:27][O:28]4)[c:17]1[C:18](=[O:19])[O:20][CH3:21])[O:12][CH2:13][O:14]3.[CH3:33][OH:34].[K+:32].[OH-:31]>>[O:2]=[C:3]([OH:4])[c:5]1[cH:6][c:7]2[cH:8][cH:9][c:10]3[c:11]([c:15]2[c:16](-[c:22]2[cH:23][c:24]4[c:25]([cH:29][cH:30]2)[O:26][CH2:27][O:28]4)[c:17]1[C:18](=[O:19])[O:20][CH3:21])[O:12][CH2:13][O:14]3.